Task: describe an organic reaction: reactants, conditions, products, and yield. Dataset: the Open Reaction Database (ORD), a public repository of structured organic reaction records Reactants: BrC=1C=CC2=C(N(CC3=C(N2)N=C(C=C3)C(F)(F)F)S(=O)(=O)C3=CC=C(C=C3)C(C)(C)C)C1C (8-bromo-6-[(4-tert-butylphenyl)sulfonyl]-7-methyl-2-(trifluoromethyl)-6,11-dihydro-5H-pyrido[2,3-b][1,5]benzodiazepine), BrC=1C=CC2=C(N(CC3=C(N2)N=C(C=C3)C(F)(F)F)S(=O)(=O)C3=CC=C(C=C3)C(C)(C)C)C1C (8-bromo-6-[(4-tert-butylphenyl)sulfonyl]-7-methyl-2-(trifluoromethyl)-6,11-dihydro-5H-pyrido[2,3-b][1,5]benzodiazepine), C(C)(C)(C)C1=CC=C(C=C1)S(=O)(=O)N1CC2=C(NC3=C1C=C(C=C3)C#N)N=C(C=C2)C(F)(F)F (6-[(4-tert-butylphenyl)sulfonyl]-2-(trifluoromethyl)-6,11-dihydro-5H-pyrido[2,3-b][1,5]benzodiazepine-8-carbonitrile). Yields the product C(C)(C)(C)C1=CC=C(C=C1)S(=O)(=O)N1CC2=C(NC3=C1C(=C(C=C3)C#N)C)N=C(C=C2)C(F)(F)F (6-[(4-tert-Butylphenyl)sulfonyl]-7-methyl-2-(trifluoromethyl)-6,11-dihydro-5H-pyrido[2,3-b][1,5]benzodiazepine-8-carbonitrile). As a reaction SMILES: Br[C:2]1[CH:3]=[CH:4][C:5]2[NH:11][C:10]3[N:12]=[C:13]([C:16]([F:19])([F:18])[F:17])[CH:14]=[CH:15][C:9]=3[CH2:8][N:7]([S:20]([C:23]3[CH:28]=[CH:27][C:26]([C:29]([CH3:32])([CH3:31])[CH3:30])=[CH:25][CH:24]=3)(=[O:22])=[O:21])[C:6]=2[C:33]=1[CH3:34].C(C1C=CC(S([N:48]2C3C=C(C#N)C=CC=3NC3N=C(C(F)(F)F)C=CC=3[CH2:49]2)(=O)=O)=CC=1)(C)(C)C>>[C:29]([C:26]1[CH:25]=[CH:24][C:23]([S:20]([N:7]2[C:6]3[C:33]([CH3:34])=[C:2]([C:49]#[N:48])[CH:3]=[CH:4][C:5]=3[NH:11][C:10]3[N:12]=[C:13]([C:16]([F:17])([F:18])[F:19])[CH:14]=[CH:15][C:9]=3[CH2:8]2)(=[O:21])=[O:22])=[CH:28][CH:27]=1)([CH3:31])([CH3:32])[CH3:30]. Reported procedure: The title compound was prepared from 8-bromo-6-[(4-tert-butylphenyl)sulfonyl]-7-methyl-2-(trifluoromethyl)-6,11-dihydro-5H-pyrido[2,3-b][1,5]benzodiazepine (intermediate 63) according to the procedure described for intermediate 54. Racemic mixture: LC/MS: m/e 501.0 (M+H)+. 1H NMR (500 MHz, CD3OD): δ 7.63 (1H, d), 7.47 (1H, d), 7.19 (2H, d), 7.13 (1H, d), 7.00 (2H, d), 5.20 (1H, d), 4.45 (1H, d), 2.65 (3H, s), 1.25 (9H, s). The racemic mixture was separated into individual enantiomers via chromat... The reactants are DPPOBS-Na, 31P{1H}, C1(CCCCC1)P(=O)(C1CC(CCC1)S(=O)(=O)[O-])C1CCCCC1.[Na+] (sodium 3-(dicyclohexylphosphinyl)cyclohexane-1-sulfonate), product, [H][H] (hydrogen), 31P, C1(CCCCC1)P(=O)(C1CC(CCC1)S(=O)(=O)OCC)C1CCCCC1 (Ethyl 3-(dicyclohexylphosphinyl)cyclohexane-1-sulfonate). Reagents/catalysts: catalyst. Run in CO (methanol). Product: C1(=CC=CC=C1)P(=O)(C=1C=C(C=CC1)S(=O)(=O)[O-])C1=CC=CC=C1.[Na+] (Sodium 3-(Diphenylphosphinyl)benzenesulfonate). RXN SMILES: [H][H].[CH:3]1([P:9]([CH:21]2[CH2:26][CH2:25][CH2:24][CH2:23][CH2:22]2)([CH:11]2[CH2:16][CH2:15][CH2:14][CH:13]([S:17]([O-:20])(=[O:19])=[O:18])[CH2:12]2)=[O:10])[CH2:8][CH2:7][CH2:6][CH2:5][CH2:4]1.[Na+:27].C1(P(C2CCCCC2)(C2CCCC(S(OCC)(=O)=O)C2)=O)CCCCC1>CO>[C:21]1([P:9]([C:3]2[CH:4]=[CH:5][CH:6]=[CH:7][CH:8]=2)([C:11]2[CH:12]=[C:13]([S:17]([O-:20])(=[O:19])=[O:18])[CH:14]=[CH:15][CH:16]=2)=[O:10])[CH:22]=[CH:23][CH:24]=[CH:25][CH:26]=1.[Na+:27] |f:1.2,5.6|. Procedure: DPPOBS-Na (7.0 g; 18.4 mmoL), prepared as above, is dissolved in dry methanol (70 mL) and placed into a Parr reactor (150 mL) containing 7 g of catalyst comprising Ru (5 wt percent) on carbon. Hydrogenation is carried out at 1,000 psi (6,895 kPa) hydrogen and at 100° C. The reaction is monitored by 31P and 1H NMR. After 2 weeks, resonances for the aromatic protons in the 1H NMR spectrum disappear, and new resonances appear in the 31P NMR spectrum. The mixture is filtered; a black solid on the fi... Starting materials: O (water), C(C)(C)(C)[Si](C)(C)OC1=C(C=C(C=C1)F)F (tert-butyl-(2,4-difluoro-phenoxy)-dimethyl-silane), CN(C=O)C (N,N-dimethylformamide), C(CCC)[Li] (n-butyllithium). The solvent is O1CCCC1 (tetrahydrofuran). Reaction conditions: time 1 hour. Product: C(C)(C)(C)[Si](OC=1C(=C(C=O)C(=CC1)F)F)(C)C (3-(tert-butyl-dimethyl-silanyloxy)-2,6-difluoro-benzaldehyde). Reaction SMILES: [C:1]([Si:5]([O:8][C:9]1[CH:14]=[CH:13][C:12]([F:15])=[CH:11][C:10]=1[F:16])([CH3:7])[CH3:6])([CH3:4])([CH3:3])[CH3:2].C([Li])CCC.CN(C)[CH:24]=[O:25].O>O1CCCC1>[C:1]([Si:5]([CH3:7])([CH3:6])[O:8][C:9]1[C:10]([F:16])=[C:11]([C:12]([F:15])=[CH:13][CH:14]=1)[CH:24]=[O:25])([CH3:4])([CH3:2])[CH3:3]. Procedure details: To tert-butyl-(2,4-difluoro-phenoxy)-dimethyl-silane (36, 5.90 g, 24.1 mmol) in tetrahydrofuran (100 mL), under an atmosphere of nitrogen, cooled in a −78° C. acetone/dry ice bath, was added n-butyllithium (2.50 M in hexane, 10.6 mL, 26.5 mmol) slowly. The reaction was allowed to stir for 1 hour, then N,N-dimethylformamide (2.24 mL, 29.0 mmol) was added and the reaction was allowed to warm to room temperature overnight. The reaction mixture was poured into water and extracted with ethyl acetate.... Starting materials: COc1ncccc1CBr, [Na+], C1CCOC1, [OH-], O, CCOC(=O)CN=C(c1ccccc1)c1ccccc1. Yields the product CCOC(=O)C(Cc1cccnc1OC)N=C(c1ccccc1)c1ccccc1. RXN SMILES: [Br:1][CH2:2][c:3]1[c:4]([O:9][CH3:10])[n:5][cH:6][cH:7][cH:8]1.[Na+:32].[O:33]1[CH2:34][CH2:35][CH2:36][CH2:37]1.[OH-:31].[OH2:38].[c:11]1([C:17](=[N:18][CH2:19][C:20](=[O:21])[O:22][CH2:23][CH3:24])[c:25]2[cH:26][cH:27][cH:28][cH:29][cH:30]2)[cH:12][cH:13][cH:14][cH:15][cH:16]1>>[CH2:2]([c:3]1[c:4]([O:9][CH3:10])[n:5][cH:6][cH:7][cH:8]1)[CH:19]([N:18]=[C:17]([c:11]1[cH:12][cH:13][cH:14][cH:15][cH:16]1)[c:25]1[cH:26][cH:27][cH:28][cH:29][cH:30]1)[C:20](=[O:21])[O:22][CH2:23][CH3:24]. Starting materials: ClC=1C=CC(=C(C(=O)NC2=NC=C(C=C2)Cl)C1)NCC1CCNCC1 (5-chloro-N-(5-chloropyridin-2-yl)-2-[(4-piperidinylmethyl)amino]benzamide), FC(CC(C)=O)(F)F (4,4,4-trifluorobutan-2-one), C(#N)[BH3-].[Na+] (sodium cyanoborohydride). Solvent: CO.C(C)(=O)O (methanol acetic acid). Conditions: temperature 70 celsius. Product: ClC=1C=CC(=C(C(=O)NC2=NC=C(C=C2)Cl)C1)NCC1CCN(CC1)C(C)CC(F)(F)F (5-Chloro-N-(5-chloropyridin-2-yl)-2-{[1-(4,4,4-trifluorobut-2-yl)piperidin-4-yl]methylamino}benzamide). Reaction SMILES: [Cl:1][C:2]1[CH:3]=[CH:4][C:5]([NH:18][CH2:19][CH:20]2[CH2:25][CH2:24][NH:23][CH2:22][CH2:21]2)=[C:6]([CH:17]=1)[C:7]([NH:9][C:10]1[CH:15]=[CH:14][C:13]([Cl:16])=[CH:12][N:11]=1)=[O:8].[F:26][C:27]([F:33])([F:32])[CH2:28][C:29](=O)[CH3:30].C([BH3-])#N.[Na+]>CO.C(O)(=O)C>[Cl:1][C:2]1[CH:3]=[CH:4][C:5]([NH:18][CH2:19][CH:20]2[CH2:21][CH2:22][N:23]([CH:29]([CH2:28][C:27]([F:33])([F:32])[F:26])[CH3:30])[CH2:24][CH2:25]2)=[C:6]([CH:17]=1)[C:7]([NH:9][C:10]1[CH:15]=[CH:14][C:13]([Cl:16])=[CH:12][N:11]=1)=[O:8] |f:2.3,4.5|. Reported procedure: A solution of 5-chloro-N-(5-chloropyridin-2-yl)-2-[(4-piperidinylmethyl)amino]benzamide from Example 60 (0.37 g, 1 mmol) in 11 mL of 95:5 methanol-acetic acid was treated with excess of 4,4,4-trifluorobutan-2-one (1 g, 7.9 mmol), followed by sodium cyanoborohydride (0.25 g, 4 mmol). The reaction mixture was heated at 70° C. overnight, after which a small trace of the desired product was detected by LC-MS analysis. The crude reaction mixture was directly submitted to silica gel chromatography; el... Starting materials: C(CS)(=O)OCC (ethyl thioglycolate), [O-]CC.[Na+] (sodium ethoxide), C(C1=CC=CC=C1)OCC(OS(=O)(=O)C)CO[Si](C)(C)C(C)(C)C (1-O-benzyl-3-O-t-butyldimethylsilyl-2-O-mesylglycerol). The solvent is CN(C=O)C (N,N-dimethylformamide). Reaction conditions: temperature 80 celsius, time 6 hour. Yields the product C(C1=CC=CC=C1)OCC(OSCC(=O)OCC)CO[Si](C)(C)C(C)(C)C (1-O-benzyl-3-O-t-butyldimethylsilyl-2-(ethoxycarbonylmethylthio)glycerol). RXN SMILES: [CH2:1]([O:8][CH2:9][CH:10]([CH2:16][O:17][Si:18]([C:21]([CH3:24])([CH3:23])[CH3:22])([CH3:20])[CH3:19])[O:11][S:12]([CH3:15])(=O)=O)[C:2]1[CH:7]=[CH:6][CH:5]=[CH:4][CH:3]=1.[C:25]([O:29][CH2:30][CH3:31])(=[O:28])CS.[O-]CC.[Na+]>CN(C)C=O>[CH2:1]([O:8][CH2:9][CH:10]([CH2:16][O:17][Si:18]([C:21]([CH3:24])([CH3:23])[CH3:22])([CH3:20])[CH3:19])[O:11][S:12][CH2:15][C:25]([O:29][CH2:30][CH3:31])=[O:28])[C:2]1[CH:7]=[CH:6][CH:5]=[CH:4][CH:3]=1 |f:2.3|. Procedure details: 1-O-benzyl-3-O-t-butyldimethylsilyl-2-O-mesylglycerol (0.83 g) was dissolved in N,N-dimethylformamide (5 ml), and ethyl thioglycolate (0.34 ml) and sodium ethoxide (sodium 0.07 g/ethanol 5 ml) were added thereto, and the mixture stirred at 80° C. for 6 hours. After removing the solvent by evaporation under reduced pressure, water was added to the residue and the solution was extracted with ethyl ether (20 ml×3).